Dataset: the Open Reaction Database (ORD), a public repository of structured organic reaction records. Task: describe an organic reaction: reactants, conditions, products, and yield The reactants are C(C)(=O)O[C@H]1[C@@H](O[C@@H]([C@H]1OC(C)=O)COC(C)=O)N1C=NC=2C(N[C@@H](CSC3=NNC(=N3)C3=CC=CC=C3)C)=NC(=NC12)Cl (2',3',5'-Tri-O-acetyl-2-chloro-N-{(R)-1-[5-phenyl-(1,2,4-triazol-3-yl)]thio-2-propyl}adenosine), C[O-].[Na+] (sodium methoxide). Run in CO (methanol). The product is C(C)(=O)OC[C@@H]1[C@H]([C@H]([C@@H](O1)N1C=NC=2C(N[C@@H](CSC3=NNC(=N3)C3=CC=CC=C3)C)=NC(=NC12)Cl)O)O (5'-O-acetyl-2-chloro-N-{(R)-1-[5-phenyl-(1,2,4-triazol-3yl) ]thio-2-propyl}-adenosine). Yield: 8.0%. RXN SMILES: C([O:4][C@@H:5]1[C@H:9]([O:10]C(=O)C)[C@@H:8]([CH2:14][O:15][C:16](=[O:18])[CH3:17])[O:7][C@H:6]1[N:19]1[C:43]2[N:42]=[C:41]([Cl:44])[N:40]=[C:23]([NH:24][C@H:25]([CH3:39])[CH2:26][S:27][C:28]3[N:32]=[C:31]([C:33]4[CH:38]=[CH:37][CH:36]=[CH:35][CH:34]=4)[NH:30][N:29]=3)[C:22]=2[N:21]=[CH:20]1)(=O)C.C[O-].[Na+]>CO>[C:16]([O:15][CH2:14][C@H:8]1[O:7][C@@H:6]([N:19]2[C:43]3[N:42]=[C:41]([Cl:44])[N:40]=[C:23]([NH:24][C@H:25]([CH3:39])[CH2:26][S:27][C:28]4[N:32]=[C:31]([C:33]5[CH:38]=[CH:37][CH:36]=[CH:35][CH:34]=5)[NH:30][N:29]=4)[C:22]=3[N:21]=[CH:20]2)[C@H:5]([OH:4])[C@@H:9]1[OH:10])(=[O:18])[CH3:17] |f:1.2|. Reported procedure: Partial deacylation of the purified 2',3',5'-Tri-O-acetyl-2-chloro-N-{(R)-1-[5-phenyl-(1,2,4-triazol-3-yl)]thio-2-propyl}adenosine (described in Example 27) using sodium methoxide in methanol to provide the title 5'-O-acetyl-2-chloro-N-{(R)-1-[5-phenyl-(1,2,4-triazol-3yl) ]thio-2-propyl}-adenosine (0.035 g, 8%) as a foam after column chromatography. 1H NMR (DMSO-d6) δ 1.34 (3H, d, --CHCH3), 2.02 (3H, s, --COCH3), 4.53-4.68 (2H, q, H-2' and --CHCH3), 5.40, 5.61 (2H, 2d, 2'- and 3'-OH), 5.86 (1H, ... Reactants: O=C1CC2=C(SC3=C1C=C(C=C3)F)C=C(C=C2)C(=O)O (10-Oxo-8-fluoro-dibenzo[b,f]thiepin-3-carboxylic acid), [N+](=[N-])=C (diazomethane). Run in CO (methanol), CCOCC (ether). Yields the product O=C1CC2=C(SC3=C1C=C(C=C3)F)C=C(C=C2)C(=O)OC (methyl 10-Oxo-8-fluoro-dibenzo [b,f]thiepin-3-carboxylate). Isolated yield 94.0%. Reaction SMILES: [O:1]=[C:2]1[C:8]2[CH:9]=[C:10]([F:13])[CH:11]=[CH:12][C:7]=2[S:6][C:5]2[CH:14]=[C:15]([C:18]([OH:20])=[O:19])[CH:16]=[CH:17][C:4]=2[CH2:3]1.[N+](=[CH2:23])=[N-]>CO.CCOCC>[O:1]=[C:2]1[C:8]2[CH:9]=[C:10]([F:13])[CH:11]=[CH:12][C:7]=2[S:6][C:5]2[CH:14]=[C:15]([C:18]([O:20][CH3:23])=[O:19])[CH:16]=[CH:17][C:4]=2[CH2:3]1. Reported procedure: 10-Oxo-8-fluoro-dibenzo[b,f]thiepin-3-carboxylic acid (2 g; 6.94 mmoles) is partially dissolved in methanol (20 mL) and is treated with excess diazomethane in ether. The resulting solution is evaporated to dryness, triturated in methanol to yield 1.98 g (94%) of methyl 10-Oxo-8-fluoro-dibenzo [b,f]thiepin-3-carboxylate, m.p. 129°-131° C.